Task: describe an organic reaction: reactants, conditions, products, and yield. Dataset: the Open Reaction Database (ORD), a public repository of structured organic reaction records Solvent: O (water), C1(=CC=CC=C1)C (toluene), C1(=CC=CC=C1)C (toluene). Reaction conditions: time 7 hour. RXN SMILES: [OH:1][NH:2][CH:3]([C:5]1[CH:9]=[CH:8][N:7]([C:10]2[C:15]([CH3:16])=[CH:14][CH:13]=[CH:12][C:11]=2[CH3:17])[CH:6]=1)[CH3:4].Cl.[C:19](Cl)(Cl)=[O:20].[OH-].[NH4+:24]>C1(C)C=CC=CC=1.O>[C:19]([N:2]([CH:3]([C:5]1[CH:9]=[CH:8][N:7]([C:10]2[C:15]([CH3:16])=[CH:14][CH:13]=[CH:12][C:11]=2[CH3:17])[CH:6]=1)[CH3:4])[OH:1])(=[O:20])[NH2:24] |f:3.4|. Starting materials: Cl (HCl), [OH-].[NH4+] (ammonium hydroxide), ONC(C)C1=CN(C=C1)C1=C(C=CC=C1C)C (N-hydroxy-1-[1-(2,6-dimethylphenyl)-1H-pyrrol-3-yl]-ethylamine), C(=O)(Cl)Cl (phosgene). Procedure: A solution of 1.0 g of N-hydroxy-1-[1-(2,6-dimethylphenyl)-1H-pyrrol-3-yl]-ethylamine in 60 ml of toluene is stirred and treated first with one mole equivalent of 4.0M ethanolic HCl, followed by 10 ml of 2.0M phosgene in toluene. The solution is stirred for 7 hours, 50 ml of concentrated ammonium hydroxide is added and the mixture is stirred overnight. Excess water is then added and the mixture is again stirred for 2 hours. The organic layer is separated, washed with brine, dried over magnesium ... Yields the product C(N)(=O)N(O)C(C)C1=CN(C=C1)C1=C(C=CC=C1C)C (N-carbamoyl-N-hydroxy-1-[1-(2,6-dimethylphenyl)-1H-pyrrol-3-yl]-ethylamine). The reactants are C(=O)([O-])[O-].[K+].[K+] (K2CO3), N#N (N2), BrC=1C=C2C(=NC1)C=CN2 (6-bromo-1H-pyrrolo[3,2-b]pyridine), CN1N=CC(=C1)B1OC(C(O1)(C)C)(C)C (1-methyl-4-(4,4,5,5-tetramethyl-[1,3,2]dioxaborolan-2-yl)-1H-pyrazole). The reagents and catalysts are C1=CC=C(C=C1)P([C-]2C=CC=C2)C3=CC=CC=C3.C1=CC=C(C=C1)P([C-]2C=CC=C2)C3=CC=CC=C3.Cl[Pd]Cl.[Fe+2] (Pd(dppf)2Cl2). Run in O (water), CC(=O)N(C)C (DMA). Product: CN1N=CC(=C1)C=1C=C2C(=NC1)C=CN2 (6-(1-Methyl-1H-pyrazol-4-yl)-1H-pyrrolo[3,2-b]pyridine). The yield is 61.1%. RXN SMILES: N#N.Br[C:4]1[CH:5]=[C:6]2[NH:12][CH:11]=[CH:10][C:7]2=[N:8][CH:9]=1.[CH3:13][N:14]1[CH:18]=[C:17](B2OC(C)(C)C(C)(C)O2)[CH:16]=[N:15]1.C([O-])([O-])=O.[K+].[K+]>CC(N(C)C)=O.O.C1C=CC(P(C2C=CC=CC=2)[C-]2C=CC=C2)=CC=1.C1C=CC(P(C2C=CC=CC=2)[C-]2C=CC=C2)=CC=1.Cl[Pd]Cl.[Fe+2]>[CH3:13][N:14]1[CH:18]=[C:17]([C:4]2[CH:5]=[C:6]3[NH:12][CH:11]=[CH:10][C:7]3=[N:8][CH:9]=2)[CH:16]=[N:15]1 |f:3.4.5,8.9.10.11|. Reported procedure: To an N2 charged microwave vial, 6-bromo-1H-pyrrolo[3,2-b]pyridine (327 mg, 1.65 mmol) was added and dissolved in DMA (2 mL). The solution was bubbled with N2 for 5 minutes. Next, 1-methyl-4-(4,4,5,5-tetramethyl-[1,3,2]dioxaborolan-2-yl)-1H-pyrazole (516 mg, 2.48 mmol) was added to the solution, which was bubbled with N2 for an additional 5 minutes. K2CO3 (320 mg, 2.31 mmol) was dissolved in water (2 ml) and the solution was bubbled with N2 for 5 minutes. The aqueous solution was added to the re...